describe an organic reaction: reactants, conditions, products, and yield From a dataset of the Open Reaction Database (ORD), a public repository of structured organic reaction records. Reactants: CNC(=O)NS(=O)(=O)c1cccc2c1OS(=O)(=O)C(C)=C2, O=C(Cl)Cl, Clc1ccccc1. Yields the product CC1=Cc2cccc(S(=O)(=O)N=C=O)c2OS1(=O)=O. RXN SMILES: [CH3:1][C:2]1=[CH:7][c:6]2[c:5]([c:11]([S:12](=[O:13])(=[O:14])[NH:15][C:16](=[O:17])[NH:18][CH3:19])[cH:10][cH:9][cH:8]2)[O:4][S:3]1(=[O:20])=[O:21].[Cl:22][C:23](=[O:24])[Cl:25].[Cl:26][c:27]1[cH:28][cH:29][cH:30][cH:31][cH:32]1>>[CH3:1][C:2]1=[CH:7][c:6]2[c:5]([c:11]([S:12](=[O:13])(=[O:14])[N:15]=[C:16]=[O:17])[cH:10][cH:9][cH:8]2)[O:4][S:3]1(=[O:20])=[O:21]. Reactants: C(C)(=O)[O-].[K+] (Potassium acetate), CS(=O)(=O)NC1=CC=C(C(=O)CC(=O)OCC)C=C1 (ethyl 4-methanesulfonamidobenzoylacetate), Cl.NO (hydroxylamine hydrochloride), CO (methanol). The solvent is O (water). Yields the product CS(=O)(=O)NC1=CC=C(C=C1)C1=NOC(C1)=O (3-(4-methanesulfonamidophenyl)isoxazoline-5-one). The yield is 55.1%. Reaction SMILES: C([O-])(=O)C.[K+].[CH3:6][S:7]([NH:10][C:11]1[CH:24]=[CH:23][C:14]([C:15]([CH2:17][C:18]([O:20]CC)=[O:19])=O)=[CH:13][CH:12]=1)(=[O:9])=[O:8].Cl.[NH2:26]O.CO>O>[CH3:6][S:7]([NH:10][C:11]1[CH:24]=[CH:23][C:14]([C:15]2[CH2:17][C:18](=[O:19])[O:20][N:26]=2)=[CH:13][CH:12]=1)(=[O:9])=[O:8] |f:0.1,3.4|. Reported procedure: Potassium acetate (8.2 g) was added to a mixture of ethyl 4-methanesulfonamidobenzoylacetate (23.0 g), hydroxylamine hydrochloride (5.8 g) and methanol (35 ml), and the mixture was heated for refluxing for 30 minutes. The reaction mixture was poured into water (210 ml) to filter off the deposited crystals and dry them, whereby 3-(4-methanesulfonamidophenyl)isoxazoline-5-one (11.3 g) was obtained. Starting materials: FC1=C(C=CC(=C1)F)[C@@]1(COCC[C@H]1CO)NC(=S)NC(OCC1C2=CC=CC=C2C=2C=CC=CC12)=O (9H-fluoren-9-ylmethyl {[(3S,4R)-3-(2,4-difluorophenyl)-4-(hydroxymethyl)tetrahydro-2H-pyran-3-yl]carbamothioyl}carbamate), Cl (hydrochloric acid). Run in CO (methanol). Run at temperature 70 celsius, time 18 hour. The product is FC1=C(C=CC(=C1)F)[C@@]12N=C(SC[C@@H]1CCOC2)N ((4aR,8aS)-8a-(2,4-difluorophenyl)-4,4a,5,6,8,8a-hexahydropyrano[3,4-d][1,3]thiazin-2-amine). RXN SMILES: [F:1][C:2]1[CH:7]=[C:6]([F:8])[CH:5]=[CH:4][C:3]=1[C@@:9]1([NH:17][C:18]([NH:20]C(=O)OCC2C3C=CC=CC=3C3C2=CC=CC=3)=[S:19])[C@H:14]([CH2:15]O)[CH2:13][CH2:12][O:11][CH2:10]1.Cl>CO>[F:1][C:2]1[CH:7]=[C:6]([F:8])[CH:5]=[CH:4][C:3]=1[C@:9]12[CH2:10][O:11][CH2:12][CH2:13][C@H:14]1[CH2:15][S:19][C:18]([NH2:20])=[N:17]2. Procedure: A suspension of 9H-fluoren-9-ylmethyl {[(3S,4R)-3-(2,4-difluorophenyl)-4-(hydroxymethyl)tetrahydro-2H-pyran-3-yl]carbamothioyl}carbamate (C12) (1.417 g, 2.701 mmol) in methanol (20 mL) was treated with concentrated hydrochloric acid (12 M, 0.675 mL, 8.10 mmol) and heated at 70° C. for 2 hours. The reaction mixture was concentrated in vacuo, dissolved in dichloromethane and washed with saturated aqueous sodium bicarbonate solution. The organic layer was dried over magnesium sulfate, filtered, and...